From a dataset of the Open Reaction Database (ORD), a public repository of structured organic reaction records. describe an organic reaction: reactants, conditions, products, and yield Starting materials: C1(=CC=CC=C1)S(=O)(=O)C1=NC=C(C=C1)C(C)=NOCCO (2-[1-(2-phenylsulfonyl-5-pyridyl)ethylideneaminooxy]ethanol), N(=NC(=O)OCC)C(=O)OCC (diethyl azodicarboxylate), OC1=CC=C(CC2C(N(C(S2)=O)C(C2=CC=CC=C2)(C2=CC=CC=C2)C2=CC=CC=C2)=O)C=C1 (5-(4-hydroxybenzyl)-3-tritylthiazolidine-2,4-dione), C1(=CC=CC=C1)P(C1=CC=CC=C1)C1=CC=CC=C1 (triphenylphosphine). Yields the product C1(=CC=CC=C1)S(=O)(=O)C1=NC=C(C=C1)C(C)=NOCCOC1=CC=C(CC2C(N(C(S2)=O)C(C2=CC=CC=C2)(C2=CC=CC=C2)C2=CC=CC=C2)=O)C=C1 (5-(4-{2-[1-(2-Phenylsulfonyl-5-pyridyl)ethylideneaminooxy]ethoxy}benzyl)-3-tritylthiazolidine-2,4-dione). The yield is 33.4%. RXN SMILES: [C:1]1([S:7]([C:10]2[CH:15]=[CH:14][C:13]([C:16](=[N:18][O:19][CH2:20][CH2:21][OH:22])[CH3:17])=[CH:12][N:11]=2)(=[O:9])=[O:8])[CH:6]=[CH:5][CH:4]=[CH:3][CH:2]=1.O[C:24]1[CH:56]=[CH:55][C:27]([CH2:28][CH:29]2[S:33][C:32](=[O:34])[N:31]([C:35]([C:48]3[CH:53]=[CH:52][CH:51]=[CH:50][CH:49]=3)([C:42]3[CH:47]=[CH:46][CH:45]=[CH:44][CH:43]=3)[C:36]3[CH:41]=[CH:40][CH:39]=[CH:38][CH:37]=3)[C:30]2=[O:54])=[CH:26][CH:25]=1.C1(P(C2C=CC=CC=2)C2C=CC=CC=2)C=CC=CC=1.N(C(OCC)=O)=NC(OCC)=O>>[C:1]1([S:7]([C:10]2[CH:15]=[CH:14][C:13]([C:16](=[N:18][O:19][CH2:20][CH2:21][O:22][C:24]3[CH:56]=[CH:55][C:27]([CH2:28][CH:29]4[S:33][C:32](=[O:34])[N:31]([C:35]([C:48]5[CH:53]=[CH:52][CH:51]=[CH:50][CH:49]=5)([C:42]5[CH:43]=[CH:44][CH:45]=[CH:46][CH:47]=5)[C:36]5[CH:41]=[CH:40][CH:39]=[CH:38][CH:37]=5)[C:30]4=[O:54])=[CH:26][CH:25]=3)[CH3:17])=[CH:12][N:11]=2)(=[O:8])=[O:9])[CH:2]=[CH:3][CH:4]=[CH:5][CH:6]=1. Procedure details: Following a procedure similar to that described in Example 1(a), but using 640 mg of 2-[1-(2-phenylsulfonyl-5-pyridyl)ethylideneaminooxy]ethanol (prepared as described in Preparation 33), 907 mg of 5-(4-hydroxybenzyl)-3-tritylthiazolidine-2,4-dione, 550 mg of triphenylphosphine and 365 mg of diethyl azodicarboxylate, 500 mg of the title compound were obtained as a foam-like solid. RXN SMILES: [CH:1]1([CH:7]([C:11]2[CH:16]=[CH:15][CH:14]=[CH:13][CH:12]=2)[C:8]([OH:10])=[O:9])[CH2:6][CH2:5][CH2:4][CH2:3][CH2:2]1.Cl.[CH3:18]O>>[CH3:18][O:9][C:8](=[O:10])[CH:7]([CH:1]1[CH2:6][CH2:5][CH2:4][CH2:3][CH2:2]1)[C:11]1[CH:12]=[CH:13][CH:14]=[CH:15][CH:16]=1. The yield is 99.0%. Yields the product COC(C(C1=CC=CC=C1)C1CCCCC1)=O (2-Cyclohexyl-2-phenyl-acetic acid Methyl ester). Reactants: C1(CCCCC1)C(C(=O)O)C1=CC=CC=C1 (2-cyclohexyl-2-phenyl-acetic acid), Cl (HCl), CO (methanol). Procedure: To a stirring solution of 2-cyclohexyl-2-phenyl-acetic acid (2 g, 0.0091 mole) in methanol (100 mL) was added HCl (2 mL), and the mixture was heated at reflux for 5 hours. Methanol was removed, the residue was dissolved in ethyl acetate, and washed with saturated NaHCO3. The organic layer was dried over sodium sulfate, filtered, and concentrated in vacuo to give 2.2 g (99% yield) of the title compound as an oil. MS (ESI) 233.2 (M+H+).